This data is from the Open Reaction Database (ORD), a public repository of structured organic reaction records. The task is: describe an organic reaction: reactants, conditions, products, and yield Starting materials: Br, O=C([O-])O, CCCn1c(-c2ccc(OC)cc2)cnc1SC, CC(=O)O, [Na+]. Yields the product CCCn1c(-c2ccc(O)cc2)cnc1SC. RXN SMILES: [BrH:19].[C:20](=[O:21])([O-:22])[OH:23].[CH3:1][O:2][c:3]1[cH:4][cH:5][c:6](-[c:9]2[cH:10][n:11][c:12]([S:17][CH3:18])[n:13]2[CH2:14][CH2:15][CH3:16])[cH:7][cH:8]1.[CH3:25][C:26](=[O:27])[OH:28].[Na+:24]>>[OH:2][c:3]1[cH:4][cH:5][c:6](-[c:9]2[cH:10][n:11][c:12]([S:17][CH3:18])[n:13]2[CH2:14][CH2:15][CH3:16])[cH:7][cH:8]1. Reactants: O (water), CC(C)([O-])C.[K+] (potassium tert-butoxide), NC1=CC(=C(C=C1)O)F (4-Amino-2-fluorophenol), CC(C)([O-])C.[K+] (potassium tert-butoxide), ClC1=C2C(=NC=C1)C=C(S2)C2=CC=C(C=N2)CN(C(OC(C)(C)C)=O)CCOC (tert-Butyl (6-(7-chlorothieno[3,2-b]pyridin-2-yl)pyridin-3-yl)methyl(2-methoxyethyl)carbamate). The reagents and catalysts are NC1=CC(=C(C=C1)O)F (4-Amino-2-fluorophenol). The solvent is CS(=O)C (DMSO), CS(=O)C (DMSO). Reaction conditions: time 5 minute. Product: NC1=CC(=C(OC2=C3C(=NC=C2)C=C(S3)C3=CC=C(C=N3)CN(C(OC(C)(C)C)=O)CCOC)C=C1)F (tert-butyl (6-(7-(4-amino-2-fluorophenoxy)thieno[3,2-b]pyridin-2-yl)pyridin-3-yl)methyl(2-methoxyethyl)carbamate). The yield is 89.4%. RXN SMILES: [NH2:1][C:2]1[CH:7]=[CH:6][C:5]([OH:8])=[C:4]([F:9])[CH:3]=1.CC(C)([O-])C.[K+].Cl[C:17]1[CH:22]=[CH:21][N:20]=[C:19]2[CH:23]=[C:24]([C:26]3[N:31]=[CH:30][C:29]([CH2:32][N:33]([CH2:41][CH2:42][O:43][CH3:44])[C:34](=[O:40])[O:35][C:36]([CH3:39])([CH3:38])[CH3:37])=[CH:28][CH:27]=3)[S:25][C:18]=12.O>CS(C)=O.NC1C=CC(O)=C(F)C=1>[NH2:1][C:2]1[CH:7]=[CH:6][C:5]([O:8][C:17]2[CH:22]=[CH:21][N:20]=[C:19]3[CH:23]=[C:24]([C:26]4[N:31]=[CH:30][C:29]([CH2:32][N:33]([CH2:41][CH2:42][O:43][CH3:44])[C:34](=[O:40])[O:35][C:36]([CH3:37])([CH3:38])[CH3:39])=[CH:28][CH:27]=4)[S:25][C:18]=23)=[C:4]([F:9])[CH:3]=1 |f:1.2|. Procedure: To a solution of 4-amino-2-fluorophenol (4, scheme 1) (14.29 g, 112 mmol 1.2 eq.), in DMSO (117 mL) was added potassium tert-butoxide (13.66 g, 122 mmol, 1.3 eq.), over 5 min. The reaction mixture was stirred at r.t. for 30 minutes. tert-Butyl (6-(7-chlorothieno[3,2-b]pyridin-2-yl)pyridin-3-yl) methyl(2-methoxyethyl)carbamate (11) (40.65 g, 94 mmol, 1 eq) was added and the reaction mixture was heated at 100° C. for 1.5 h. Additional amounts of the phenol 4 (0.83 g, 6.53 mmol, 0.07 eq.) in DMSO (... As a reaction SMILES: [F:1][C:2]1[CH:11]=[CH:10][C:9]([O:12][CH3:13])=[C:8]2[C:3]=1[CH2:4][CH2:5][NH:6][C:7]2=[O:14].[O-]P([O-])([O-])=O.[K+].[K+].[K+].I[C:24]1[CH:25]=[N:26][CH:27]=[CH:28][C:29]=1[CH3:30].CN[C@@H]1CCCC[C@H]1NC>O1CCOCC1.CCCCCC.[Cu]I.C(OC(=O)C)C>[F:1][C:2]1[CH:11]=[CH:10][C:9]([O:12][CH3:13])=[C:8]2[C:3]=1[CH2:4][CH2:5][N:6]([C:24]1[CH:25]=[N:26][CH:27]=[CH:28][C:29]=1[CH3:30])[C:7]2=[O:14] |f:1.2.3.4|. The product is FC1=C2CCN(C(C2=C(C=C1)OC)=O)C=1C=NC=CC1C (5-Fluoro-8-methoxy-2-(4-methyl-pyridin-3-yl)-3,4-dihydro-2H-isoquinolin-1-one). The reagents and catalysts are [Cu]I (CuI). Starting materials: FC1=C2CCNC(C2=C(C=C1)OC)=O (5-Fluoro-8-methoxy-3,4-dihydro-2H-isoquinolin-1-one), [O-]P(=O)([O-])[O-].[K+].[K+].[K+] (K3PO4), IC=1C=NC=CC1C (3-Iodo-4-methyl-pyridine), CN[C@H]1[C@@H](CCCC1)NC (trans-N,N′-dimethyl-cyclohexane-1,2-diamine). Procedure details: 5-Fluoro-8-methoxy-3,4-dihydro-2H-isoquinolin-1-one (I-44d: 0.12 g, 0.6 mmol) was refluxed with K3PO4 (0.32 g, 1.5 mmol), 3-Iodo-4-methyl-pyridine (0.175 g, 0.79 mmol), trans-N,N′-dimethyl-cyclohexane-1,2-diamine (0.026 g, 0.18 mmol) and CuI (0.01 g, 0.06 mmol) in 1,4-dioxane (20 mL) at 120° C. overnight. The reaction was monitored by TLC (80% ethylacetate in hexane). The reaction mass was cooled to room temperature, filtered and partitioned between DCM and water. The organic layer was washed wi... The yield is 14.6%. Run in CCCCCC (hexane), C(C)OC(C)=O (ethylacetate), O1CCOCC1 (1,4-dioxane).